This data is from the Open Reaction Database (ORD), a public repository of structured organic reaction records. The task is: describe an organic reaction: reactants, conditions, products, and yield Reactants: CCOC(=O)c1c(C(=O)O)c2c(OCc3ccccc3)ccc3c(CC)c(-c4ccc(OCc5ccccc5)cc4)c1n32, [Cu], c1ccc2ncccc2c1. Yields the product CCOC(=O)c1cc2c(OCc3ccccc3)ccc3c(CC)c(-c4ccc(OCc5ccccc5)cc4)c1n23. Reaction SMILES: [CH2:1]([c:2]1[cH:3][cH:4][cH:5][cH:6][cH:7]1)[O:8][c:9]1[cH:10][cH:11][c:12]2[n:13]3[c:14]([c:15]([C:21](=[O:22])[O:23][CH2:24][CH3:25])[c:16]([C:18]([OH:19])=[O:20])[c:17]13)[c:26](-[c:30]1[cH:31][cH:32][c:33]([O:36][CH2:37][c:38]3[cH:39][cH:40][cH:41][cH:42][cH:43]3)[cH:34][cH:35]1)[c:27]2[CH2:28][CH3:29].[Cu:54].[cH:44]1[cH:45][c:46]2[c:47]([n:48][cH:49][cH:50][cH:51]2)[cH:52][cH:53]1>>[CH2:1]([c:2]1[cH:3][cH:4][cH:5][cH:6][cH:7]1)[O:8][c:9]1[cH:10][cH:11][c:12]2[n:13]3[c:14]([c:15]([C:21](=[O:22])[O:23][CH2:24][CH3:25])[cH:16][c:17]13)[c:26](-[c:30]1[cH:31][cH:32][c:33]([O:36][CH2:37][c:38]3[cH:39][cH:40][cH:41][cH:42][cH:43]3)[cH:34][cH:35]1)[c:27]2[CH2:28][CH3:29]. Reactants: CN1C(NC=2C1=NC=C(C2)C(F)(F)F)=O (3-methyl-6-trifluoromethyl-1,3-dihydro-imidazo[4,5-b]pyridin-2-one), P(=O)(Cl)(Cl)Cl (phosphorus oxychloride), C([O-])(O)=O.[Na+] (sodium bicarbonate). The reagents and catalysts are CN(C=O)C (dimethylformamide). Conditions: temperature 100 celsius, time 3 hour. Product: ClC1=NC=2C(=NC=C(C2)C(F)(F)F)N1C (2-chloro-3-methyl-6-trifluoromethyl-3H-imidazo[4,5-b]pyridine). The yield is 51.6%. As a reaction SMILES: [CH3:1][N:2]1[C:6]2=[N:7][CH:8]=[C:9]([C:11]([F:14])([F:13])[F:12])[CH:10]=[C:5]2[NH:4][C:3]1=O.P(Cl)(Cl)([Cl:18])=O.C(=O)(O)[O-].[Na+]>CN(C)C=O>[Cl:18][C:3]1[N:2]([CH3:1])[C:6]2=[N:7][CH:8]=[C:9]([C:11]([F:14])([F:13])[F:12])[CH:10]=[C:5]2[N:4]=1 |f:2.3|. Reported procedure: A mixture of 1.09 g of 3-methyl-6-trifluoromethyl-1,3-dihydro-imidazo[4,5-b]pyridin-2-one, one drop of dimethylformamide and 10 g of phosphorus oxychloride was stirred at 100° C. for 3 hours. The cooled reaction mixture was poured to a saturated aqueous sodium bicarbonate solution, and the mixture was extracted twice with ethyl acetate. The combined organic layers were dried over anhydrous sodium sulfate and then concentrated under reduced pressure. The resulting residue was applied to a silica ...